This data is from the Open Reaction Database (ORD), a public repository of structured organic reaction records. The task is: describe an organic reaction: reactants, conditions, products, and yield Starting materials: C(C)S(=O)(=O)N1CCC(CC1)C1=CNC2=C(C=C(C=C12)B1OC(C(O1)(C)C)(C)C)C(=O)N (3-[1-(ethylsulfonyl)-4-piperidinyl]-5-(4,4,5,5-tetramethyl-1,3,2-dioxaborolan-2-yl)-1H-indole-7-carboxamide), BrC=1N=C(SC1)CNCC(F)(F)F (N-[(4-bromo-1,3-thiazol-2-yl)methyl]-2,2,2-trifluoroethanamine), C([O-])([O-])=O.[K+].[K+] (potassium carbonate). The reagents and catalysts are C=1C=CC(=CC1)[P](C=2C=CC=CC2)(C=3C=CC=CC3)[Pd]([P](C=4C=CC=CC4)(C=5C=CC=CC5)C=6C=CC=CC6)([P](C=7C=CC=CC7)(C=8C=CC=CC8)C=9C=CC=CC9)[P](C=1C=CC=CC1)(C=1C=CC=CC1)C=1C=CC=CC1 (tetrakis(triphenylphosphine)palladium(0)). Run in O1CCOCC1 (dioxane), O (water). Yields the product FC(C(=O)O)(F)F.C(C)S(=O)(=O)N1CCC(CC1)C1=CNC2=C(C=C(C=C12)C=1N=C(SC1)CNCC(F)(F)F)C(=O)N (3-[1-(ethylsulfonyl)-4-piperidinyl]-5-(2-{[(2,2,2-trifluoroethyl)amino]methyl}-1,3-thiazol-4-yl)-1H-indole-7-carboxamide trifluoroacetate). The yield is 70.6%. As a reaction SMILES: [CH2:1]([S:3]([N:6]1[CH2:11][CH2:10][CH:9]([C:12]2[C:20]3[C:15](=[C:16]([C:30]([NH2:32])=[O:31])[CH:17]=[C:18](B4OC(C)(C)C(C)(C)O4)[CH:19]=3)[NH:14][CH:13]=2)[CH2:8][CH2:7]1)(=[O:5])=[O:4])[CH3:2].Br[C:34]1[N:35]=[C:36]([CH2:39][NH:40][CH2:41][C:42]([F:45])([F:44])[F:43])[S:37][CH:38]=1.[C:46](=[O:49])([O-])[O-:47].[K+].[K+]>O1CCOCC1.O.C1C=CC([P]([Pd]([P](C2C=CC=CC=2)(C2C=CC=CC=2)C2C=CC=CC=2)([P](C2C=CC=CC=2)(C2C=CC=CC=2)C2C=CC=CC=2)[P](C2C=CC=CC=2)(C2C=CC=CC=2)C2C=CC=CC=2)(C2C=CC=CC=2)C2C=CC=CC=2)=CC=1>[F:43][C:42]([F:45])([F:44])[C:46]([OH:47])=[O:49].[CH2:1]([S:3]([N:6]1[CH2:7][CH2:8][CH:9]([C:12]2[C:20]3[C:15](=[C:16]([C:30]([NH2:32])=[O:31])[CH:17]=[C:18]([C:34]4[N:35]=[C:36]([CH2:39][NH:40][CH2:41][C:42]([F:44])([F:45])[F:43])[S:37][CH:38]=4)[CH:19]=3)[NH:14][CH:13]=2)[CH2:10][CH2:11]1)(=[O:5])=[O:4])[CH3:2] |f:2.3.4,8.9,^1:62,64,83,102|. Reported procedure: To a solution of 3-[1-(ethylsulfonyl)-4-piperidinyl]-5-(4,4,5,5-tetramethyl-1,3,2-dioxaborolan-2-yl)-1H-indole-7-carboxamide (46 mg, 0.1 mmol) in dioxane (2 mL) and water (0.7 mL) was added N-[(4-bromo-1,3-thiazol-2-yl)methyl]-2,2,2-trifluoroethanamine (30 mg, 0.11 mmol) and potassium carbonate (83 mg, 0.6 mmol). The resulting mixture was degassed for 5 min before the addition of tetrakis(triphenylphosphine)palladium(0) (11 mg, 0.01 mmol). The mixture was reacted in a CEM microwave tube at 160° ... Reactants: [N+](=O)([O-])C1=CC=C(COC(C(O)OCC)=O)C=C1 (2-ethoxy-2-hydroxyacetic acid p-nitrobenzyl ester), A4, C(C)(=O)S[C@@H]1[C@H](C(N1)=O)OC ((3S,4R)-4-acetylthio-3-methoxy-2-oxoazetidine), C(C)(=O)OCC (ethyl acetate). The solvent is C1(=CC=CC=C1)C (toluene), CN(C=O)C (dimethylformamide). Run at time 2 hour. Yields the product [N+](=O)([O-])C1=CC=C(COC(C(O)N2C(C[C@H]2SC(C)=O)=O)=O)C=C1 (2-[(4R)-4-Acetylthio-2-oxoazetidin-1-yl]-2-hydroxyacetic acid p-nitrobenzyl ester). RXN SMILES: [N+:1]([C:4]1[CH:18]=[CH:17][C:7]([CH2:8][O:9][C:10](=[O:16])[CH:11]([O:13]CC)O)=[CH:6][CH:5]=1)([O-:3])=[O:2].[C:19]([S:22][C@H:23]1[NH:26][C:25](=[O:27])[C@@H:24]1OC)(=[O:21])[CH3:20].C(OCC)(=O)C>C1(C)C=CC=CC=1.CN(C)C=O>[N+:1]([C:4]1[CH:5]=[CH:6][C:7]([CH2:8][O:9][C:10](=[O:16])[CH:11]([N:26]2[C@H:23]([S:22][C:19](=[O:21])[CH3:20])[CH2:24][C:25]2=[O:27])[OH:13])=[CH:17][CH:18]=1)([O-:3])=[O:2]. Reported procedure: 200 mg of 2-ethoxy-2-hydroxyacetic acid p-nitrobenzyl ester and 2 g of molecular sieves A4 are added to a solution of 54.5 mg of (3S,4R)-4-acetylthio-3-methoxy-2-oxoazetidine in a mixture of 4 ml of toluene and 1 ml of dimethylformamide, and the mixture is stirred for 2 hours at 50°. The molecular sieves are filtered off and the filtrate is concentrated in vacuo. The residue is chromatographed over silica gel, and by elution with toluene/ethyl acetate (9:1) the title compound, contaminated with ...